Dataset: the Open Reaction Database (ORD), a public repository of structured organic reaction records. Task: describe an organic reaction: reactants, conditions, products, and yield Starting materials: [BH3-]C#N.[Na+] (NaBH3CN), C(C(=O)O)(=O)O (oxalic acid), O=C1N(CCCC1)C1=C(C=CC=C1)CC=O ([2-(2-oxopiperidin-1-yl)phenyl]acetaldehyde), N1CC(C1)C=1C=C(C#N)C=CC1 (3-(azetidin-3-yl)benzonitrile), C(C)(=O)O (acetic acid). The solvent is CO (methanol), CC(=O)C (acetone), CO (methanol). Run at time 8 hour. Yields the product C(C(=O)O)(=O)O.O=C1N(CCCC1)C1=C(C=CC=C1)CCN1CC(C1)C=1C=C(C#N)C=CC1 (3-(1-{2-[2-(2-oxopiperidin-1-yl)phenyl]ethyl}azetidin-3-yl)benzonitrile oxalate). Yield: 31.0%. RXN SMILES: [O:1]=[C:2]1[CH2:7][CH2:6][CH2:5][CH2:4][N:3]1[C:8]1[CH:13]=[CH:12][CH:11]=[CH:10][C:9]=1[CH2:14][CH:15]=O.[NH:17]1[CH2:20][CH:19]([C:21]2[CH:22]=[C:23]([CH:26]=[CH:27][CH:28]=2)[C:24]#[N:25])[CH2:18]1.C(O)(=O)C.[BH3-]C#N.[Na+].[C:37]([OH:42])(=[O:41])[C:38]([OH:40])=[O:39]>CO.CC(C)=O>[C:37]([OH:42])(=[O:41])[C:38]([OH:40])=[O:39].[O:1]=[C:2]1[CH2:7][CH2:6][CH2:5][CH2:4][N:3]1[C:8]1[CH:13]=[CH:12][CH:11]=[CH:10][C:9]=1[CH2:14][CH2:15][N:17]1[CH2:20][CH:19]([C:21]2[CH:22]=[C:23]([CH:26]=[CH:27][CH:28]=2)[C:24]#[N:25])[CH2:18]1 |f:3.4,8.9|. Reported procedure: To [2-(2-oxopiperidin-1-yl)phenyl]acetaldehyde a3-1 (108.6 mg, 0.5 mmol, 1 eq) and 3-(azetidin-3-yl)benzonitrile a3-2 (97.33 mg, 0.5 mmole, 1 eq) in methanol (4 ml) are added acetic acid (42.9 μl, 0.75 mmol, 1.5 eq) then NaBH3CN (94.3 mg, 1.5 mmol, 3 eq). The reaction mixture is stirred overnight at room temperature. The crude reaction mixture is then loaded on an ion exchange acidic resin cartridge (2 g) prewashed with methanol. The cartridge is washed twice with approximately 3 column volumes ... Reactants: O.C1(=CC=C(C=C1)S(=O)(=O)O)C (p-Toluenesulfonic acid monohydrate), O[C@@H]([C@H](C)NCCOC1=C(C=C(C=C1C)C1=CC=C(C=C1)C(=O)O)C)C1=CC=C(C=C1)O (4′-{2-[(1S,2R)-2-hydroxy-2-(4-hydroxyphenyl)-1-methylethylamino]ethoxy}-3′,5′-dimethylbiphenyl-4-carboxylic acid), O[C@@H]([C@H](C)NCCOC1=C(C=C(C=C1C)C1=CC=C(C=C1)C(=O)O)C)C1=CC=C(C=C1)O (4′-{2-[(1S,2R)-2-hydroxy-2-(4-hydroxyphenyl)-1-methylethylamino]ethoxy}-3′,5′-dimethylbiphenyl-4-carboxylic acid). The solvent is O1CCOCC1 (1,4-dioxane), C(C)OCC (diethyl ether). Reaction conditions: time 1 hour. Product: C1(=CC=C(C=C1)S(=O)(=O)O)C.O[C@@H]([C@H](C)NCCOC1=C(C=C(C=C1C)C1=CC=C(C=C1)C(=O)O)C)C1=CC=C(C=C1)O (4′-{2-[(1S,2R)-2-Hydroxy-2-(4-hydroxyphenyl)-1-methylethyl-amino]ethoxy}-3′,5′-dimethylbiphenyl-4-carboxylic acid p-toluenesulfonate). Yield: 45.0%. RXN SMILES: O.[C:2]1([CH3:12])[CH:7]=[CH:6][C:5]([S:8]([OH:11])(=[O:10])=[O:9])=[CH:4][CH:3]=1.[OH:13][C@H:14]([C:38]1[CH:43]=[CH:42][C:41]([OH:44])=[CH:40][CH:39]=1)[C@@H:15]([NH:17][CH2:18][CH2:19][O:20][C:21]1[C:26]([CH3:27])=[CH:25][C:24]([C:28]2[CH:33]=[CH:32][C:31]([C:34]([OH:36])=[O:35])=[CH:30][CH:29]=2)=[CH:23][C:22]=1[CH3:37])[CH3:16]>O1CCOCC1.C(OCC)C>[C:2]1([CH3:12])[CH:3]=[CH:4][C:5]([S:8]([OH:11])(=[O:9])=[O:10])=[CH:6][CH:7]=1.[OH:13][C@H:14]([C:38]1[CH:43]=[CH:42][C:41]([OH:44])=[CH:40][CH:39]=1)[C@@H:15]([NH:17][CH2:18][CH2:19][O:20][C:21]1[C:26]([CH3:27])=[CH:25][C:24]([C:28]2[CH:33]=[CH:32][C:31]([C:34]([OH:36])=[O:35])=[CH:30][CH:29]=2)=[CH:23][C:22]=1[CH3:37])[CH3:16] |f:0.1,5.6|. Procedure details: p-Toluenesulfonic acid monohydrate (0.042 g) was added to a suspension of 4′-{2-[(1S,2R)-2-hydroxy-2-(4-hydroxyphenyl)-1-methylethylamino]ethoxy}-3′,5′-dimethylbiphenyl-4-carboxylic acid (compound 1, 0.094 g) in 1,4-dioxane (1.1 mL), and the mixture was stirred at room temperature for 1 hr. The clear solution was diluted with an excess amount of diethyl ether, and the precipitate was collected by filtration to afford the title compound (0.059 g) as a white amorphous. The structure and physical d... Starting materials: CS(=O)(=O)Cl, NCc1ccc2c(c1)[nH]c1c(C(N)=O)ccc(Br)c12. Product: CS(=O)(=O)NCc1ccc2c(c1)[nH]c1c(C(N)=O)ccc(Br)c12. As a reaction SMILES: [CH3:20][S:21]([Cl:22])(=[O:23])=[O:24].[NH2:1][CH2:2][c:3]1[cH:4][cH:5][c:6]2[c:7]3[c:8]([Br:19])[cH:9][cH:10][c:11]([C:16](=[O:17])[NH2:18])[c:12]3[nH:13][c:14]2[cH:15]1>>[NH:1]([CH2:2][c:3]1[cH:4][cH:5][c:6]2[c:7]3[c:8]([Br:19])[cH:9][cH:10][c:11]([C:16](=[O:17])[NH2:18])[c:12]3[nH:13][c:14]2[cH:15]1)[S:21]([CH3:20])(=[O:23])=[O:24]. Reactants: [Br-], COc1cc(C[PH](c2ccccc2)(c2ccccc2)c2ccccc2)cc(OC)c1OC, CC(=O)O, [Cl-], [H-], O=Cc1ccc(Cl)c([N+](=O)[O-])c1, [Na+], [Na+], c1ccccc1. Product: COc1cc(C=Cc2ccc(Cl)c([N+](=O)[O-])c2)cc(OC)c1OC. Reaction SMILES: [Br-:13].[CH3:14][O:15][c:16]1[cH:17][c:18]([CH2:19][PH:20]([c:21]2[cH:22][cH:23][cH:24][cH:25][cH:26]2)([c:27]2[cH:28][cH:29][cH:30][cH:31][cH:32]2)[c:33]2[cH:34][cH:35][cH:36][cH:37][cH:38]2)[cH:39][c:40]([O:44][CH3:45])[c:41]1[O:42][CH3:43].[CH3:56][C:57](=[O:58])[OH:59].[Cl-:49].[H-:46].[N+:1](=[O:2])([O-:3])[c:4]1[cH:5][c:6]([CH:7]=[O:8])[cH:9][cH:10][c:11]1[Cl:12].[Na+:47].[Na+:48].[cH:50]1[cH:51][cH:52][cH:53][cH:54][cH:55]1>>[N+:1](=[O:2])([O-:3])[c:4]1[cH:5][c:6]([CH:7]=[CH:19][c:18]2[cH:17][c:16]([O:15][CH3:14])[c:41]([O:42][CH3:43])[c:40]([O:44][CH3:45])[cH:39]2)[cH:9][cH:10][c:11]1[Cl:12]. The reactants are CCN=C=S, CN(C)C=O, [Cl-], CCNc1cc2ncnc(N3CCN(C(=S)NCc4ccccc4)CC3)c2cc1N, [Na+], O. Yields the product CCNC(=O)Nc1cc2c(N3CCN(C(=S)NCc4ccccc4)CC3)ncnc2cc1NCC. Reaction SMILES: [CH2:31]([CH3:32])[N:33]=[C:34]=[S:35].[CH3:39][N:40]([CH3:41])[CH:42]=[O:43].[Cl-:38].[NH2:1][c:2]1[cH:3][c:4]2[c:5]([N:15]3[CH2:16][CH2:17][N:18]([C:21]([NH:22][CH2:23][c:24]4[cH:25][cH:26][cH:27][cH:28][cH:29]4)=[S:30])[CH2:19][CH2:20]3)[n:6][cH:7][n:8][c:9]2[cH:10][c:11]1[NH:12][CH2:13][CH3:14].[Na+:37].[OH2:36]>>[NH:1]([c:2]1[cH:3][c:4]2[c:5]([N:15]3[CH2:16][CH2:17][N:18]([C:21]([NH:22][CH2:23][c:24]4[cH:25][cH:26][cH:27][cH:28][cH:29]4)=[S:30])[CH2:19][CH2:20]3)[n:6][cH:7][n:8][c:9]2[cH:10][c:11]1[NH:12][CH2:13][CH3:14])[C:34]([NH:33][CH2:31][CH3:32])=[O:36]. The reactants are CC(C)CC(C(N)=O)N(CC(=O)OC(C)(C)C)S(=O)(=O)c1ccc(Cl)cc1, ClCCl, O=C(O)C(F)(F)F. Yields the product CC(C)CC(C(N)=O)N(CC(=O)O)S(=O)(=O)c1ccc(Cl)cc1. RXN SMILES: [C:8]([CH3:9])([CH3:10])([CH3:11])[O:12][C:13]([CH2:14][N:15]([S:16](=[O:17])(=[O:18])[c:19]1[cH:20][cH:21][c:22]([Cl:25])[cH:23][cH:24]1)[CH:26]([CH2:27][CH:28]([CH3:29])[CH3:30])[C:31]([NH2:32])=[O:33])=[O:34].[Cl:35][CH2:36][Cl:37].[OH:1][C:2]([C:3]([F:4])([F:5])[F:6])=[O:7]>>[O:12]=[C:13]([CH2:14][N:15]([S:16](=[O:17])(=[O:18])[c:19]1[cH:20][cH:21][c:22]([Cl:25])[cH:23][cH:24]1)[CH:26]([CH2:27][CH:28]([CH3:29])[CH3:30])[C:31]([NH2:32])=[O:33])[OH:34]. Reactants: CC(=O)OC(C)=O, CS(=O)(=O)c1ccc(-c2cc(C(F)(F)F)nc(N)n2)cc1, O=CO. Yields the product CS(=O)(=O)c1ccc(-c2cc(C(F)(F)F)nc(NC=O)n2)cc1. Reaction SMILES: [CH3:1][C:2]([O:3][C:5]([CH3:4])=[O:7])=[O:6].[CH3:8][S:9](=[O:10])(=[O:11])[c:12]1[cH:13][cH:14][c:15](-[c:18]2[n:19][c:20]([NH2:28])[n:21][c:22]([C:24]([F:25])([F:26])[F:27])[cH:23]2)[cH:16][cH:17]1.[CH:29]([OH:30])=[O:31]>>[CH:5](=[O:7])[NH:28][c:20]1[n:19][c:18](-[c:15]2[cH:14][cH:13][c:12]([S:9]([CH3:8])(=[O:10])=[O:11])[cH:17][cH:16]2)[cH:23][c:22]([C:24]([F:25])([F:26])[F:27])[n:21]1.